This data is from the Open Reaction Database (ORD), a public repository of structured organic reaction records. The task is: describe an organic reaction: reactants, conditions, products, and yield Starting materials: COC(C(O)C1CC1)=O (cyclopropyl-hydroxy-acetic acid methyl ester), [Si](C)(C)(C(C)(C)C)Cl (tert-butyldimethylsilyl chloride), N1C=NC=C1 (imidazole). The solvent is C(Cl)Cl (DCM). Run at time 65 hour. Yields the product COC(C(C1CC1)O[Si](C)(C)C(C)(C)C)=O ((tert-Butyl-dimethyl-silanyloxy)-cyclopropyl-acetic acid methyl ester). Reaction SMILES: [CH3:1][O:2][C:3](=[O:9])[CH:4]([CH:6]1[CH2:8][CH2:7]1)[OH:5].[Si:10](Cl)([C:13]([CH3:16])([CH3:15])[CH3:14])([CH3:12])[CH3:11].N1C=CN=C1>C(Cl)Cl>[CH3:1][O:2][C:3](=[O:9])[CH:4]([O:5][Si:10]([C:13]([CH3:16])([CH3:15])[CH3:14])([CH3:12])[CH3:11])[CH:6]1[CH2:8][CH2:7]1. Procedure details: To a solution of cyclopropyl-hydroxy-acetic acid methyl ester (1.00 g, 7.68 mmol) in DCM (9 mL) was added tert-butyldimethylsilyl chloride (1.27 g, 8.45 mmol) and imidazole (628 mg, 9.22 mmol). The reaction mixture was stirred at RT for 65 hours before being quenched with water (10 mL) and 1M HCl (5 mL). The mixture was extracted with ethyl acetate (3×15 mL) and the combined organic phases were washed with 1M HCl (10 mL), brine (10 mL), dried (Na2SO4) then concentrated in vacuo. This gave (tert-... Starting materials: CCO, CCOC(=O)C(C)OC(C)c1ccc(-c2ccc(Cl)cc2)cc1, [Na+], [OH-], O. Yields the product CC(OC(C)c1ccc(-c2ccc(Cl)cc2)cc1)C(=O)O. As a reaction SMILES: [CH3:26][CH2:27][OH:28].[Cl:1][c:2]1[cH:3][cH:4][c:5](-[c:8]2[cH:9][cH:10][c:11]([CH:14]([CH3:15])[O:16][CH:17]([C:18](=[O:19])[O:20][CH2:21][CH3:22])[CH3:23])[cH:12][cH:13]2)[cH:6][cH:7]1.[Na+:25].[OH-:24].[OH2:29]>>[Cl:1][c:2]1[cH:3][cH:4][c:5](-[c:8]2[cH:9][cH:10][c:11]([CH:14]([CH3:15])[O:16][CH:17]([C:18](=[O:19])[OH:20])[CH3:23])[cH:12][cH:13]2)[cH:6][cH:7]1. Starting materials: O.Cl.Cl.CN(C1CC2=C(OC3=C2C=C(C=C3)N)CC1)C.CN(C1CC3=C(OC2=C3C=C(C=C2)N)CC1)C.Cl.Cl (N,N-dimethyl-8-amino-1,2,3,4-tetrahydro-2-dibenzofuranamine dihydrochloride hemihydrate), C(C)(=O)Cl (acetyl chloride). Product: CN(C1CC2=C(OC3=C2C=C(C=C3)NC(C)=O)CC1)C (N-(N,N-Dimethyl-1,2,3,4-tetrahydro-2-aminodibenzofur-8-yl)acetamide). The yield is 76.6%. RXN SMILES: O.Cl.Cl.[CH3:4][N:5]([CH3:20])[CH:6]1[CH2:19][CH2:18][C:9]2[O:10][C:11]3[CH:16]=[CH:15][C:14]([NH2:17])=[CH:13][C:12]=3[C:8]=2[CH2:7]1.CN(C)C1CC[C:26]2[O:27]C3C=CC(N)=CC=3[C:25]=2C1.Cl.Cl.C(Cl)(=O)C>>[CH3:4][N:5]([CH3:20])[CH:6]1[CH2:19][CH2:18][C:9]2[O:10][C:11]3[CH:16]=[CH:15][C:14]([NH:17][C:26](=[O:27])[CH3:25])=[CH:13][C:12]=3[C:8]=2[CH2:7]1 |f:0.1.2.3.4.5.6|. Reported procedure: Beginning with 9.0 mg (0.029 mMol) of N,N-dimethyl-8-amino-1,2,3,4-tetrahydro-2-dibenzofuranamine dihydrochloride hemihydrate and 2.8 mg (0.036 mMol) of acetyl chloride, 6.05 mg (77%) of the title compound were recovered by the procedure described in Example 2. The reactants are COC(=O)c1cc(-n2cnc(Br)c2)c(C(F)(F)F)cc1[N+](=O)[O-], CO. Product: COC(=O)c1cc(-n2cnc(Br)c2)c(C(F)(F)F)cc1N. RXN SMILES: [CH3:1][O:2][C:3]([c:4]1[c:5]([N+:20]([O-:21])=[O:22])[cH:6][c:7]([C:16]([F:17])([F:18])[F:19])[c:8](-[n:10]2[cH:11][n:12][c:13]([Br:15])[cH:14]2)[cH:9]1)=[O:23].[CH3:24][OH:25]>>[CH3:1][O:2][C:3]([c:4]1[c:5]([NH2:20])[cH:6][c:7]([C:16]([F:17])([F:18])[F:19])[c:8](-[n:10]2[cH:11][n:12][c:13]([Br:15])[cH:14]2)[cH:9]1)=[O:23].